Dataset: the Open Reaction Database (ORD), a public repository of structured organic reaction records. Task: describe an organic reaction: reactants, conditions, products, and yield Starting materials: BrC1=CC=C(S1)C(=O)OC (methyl 5-bromothiophene-2-carboxylate), ClC1=C(C=CC=C1)B(O)O (2-chlorophenylboronic acid), C([O-])([O-])=O.[Na+].[Na+] (sodium carbonate). Reagents/catalysts: C=1C=CC(=CC1)[P](C=2C=CC=CC2)(C=3C=CC=CC3)[Pd]([P](C=4C=CC=CC4)(C=5C=CC=CC5)C=6C=CC=CC6)([P](C=7C=CC=CC7)(C=8C=CC=CC8)C=9C=CC=CC9)[P](C=1C=CC=CC1)(C=1C=CC=CC1)C=1C=CC=CC1 (tetrakis(triphenylphosphine)palladium(0)). The solvent is C(C)(=O)OCC (ethyl acetate), O (water), O1CCOCC1 (dioxane). Conditions: temperature 110 celsius, time 20 hour. Product: ClC1=C(C=CC=C1)C1=CC=C(S1)C(=O)OC (Methyl 5-(2-chlorophenyl)thiophene-2-carboxylate). RXN SMILES: Br[C:2]1[S:6][C:5]([C:7]([O:9][CH3:10])=[O:8])=[CH:4][CH:3]=1.[Cl:11][C:12]1[CH:17]=[CH:16][CH:15]=[CH:14][C:13]=1B(O)O.C(=O)([O-])[O-].[Na+].[Na+]>O1CCOCC1.C(OCC)(=O)C.O.C1C=CC([P]([Pd]([P](C2C=CC=CC=2)(C2C=CC=CC=2)C2C=CC=CC=2)([P](C2C=CC=CC=2)(C2C=CC=CC=2)C2C=CC=CC=2)[P](C2C=CC=CC=2)(C2C=CC=CC=2)C2C=CC=CC=2)(C2C=CC=CC=2)C2C=CC=CC=2)=CC=1>[Cl:11][C:12]1[CH:17]=[CH:16][CH:15]=[CH:14][C:13]=1[C:2]1[S:6][C:5]([C:7]([O:9][CH3:10])=[O:8])=[CH:4][CH:3]=1 |f:2.3.4,^1:43,45,64,83|. Procedure: Under argon, 310 mg (1.40 mmol) of methyl 5-bromothiophene-2-carboxylate together with 328 mg (2.10 mmol) of 2-chlorophenylboronic acid were dissolved in 10 ml of dioxane, and 81 mg (0.07 mmol) of tetrakis(triphenylphosphine)palladium(0) were added. The mixture was heated to 110° C., 1.4 ml (2.80 mmol) of 2 M aqueous sodium carbonate solution were added and the mixture was stirred at this temperature for 20 h. For work-up, the reaction mixture was allowed to cool to RT and diluted with 20 ml of ... Reactants: Cl.CN1CC(CCC1)C1=CC(=C(C=C1)OC)OC (N-methyl-3-(3',4'-dimethoxyphenyl)-piperidine hydrochloride), Br (hydrobromic acid). Yields the product Br.CN1CC(CCC1)C1=CC(=C(C=C1)O)O (N-methyl-3-(3',4'-dihydroxyphenyl)-piperidine hydrobromide). RXN SMILES: Cl.[CH3:2][N:3]1[CH2:8][CH2:7][CH2:6][CH:5]([C:9]2[CH:14]=[CH:13][C:12]([O:15]C)=[C:11]([O:17]C)[CH:10]=2)[CH2:4]1.[BrH:19]>>[BrH:19].[CH3:2][N:3]1[CH2:8][CH2:7][CH2:6][CH:5]([C:9]2[CH:14]=[CH:13][C:12]([OH:15])=[C:11]([OH:17])[CH:10]=2)[CH2:4]1 |f:0.1,3.4|. Reported procedure: A mixture of 8 g of the product of Step D in 40 ml of 66% hydrobromic acid was refluxed for an hour and then distilled to dryness under reduced pressure. The residue was dissolved in hot ethanol and the solution was cooled and vacuum filtered to obtain 2.49 g of N-methyl-3-(3',4'-dihydroxyphenyl)-piperidine hydrobromide as crystals melting at 190° C. Reactants: FC=1C(=C2C=3N(C4(CO2)COCC4)C=C(C(C3C1)=O)C(=O)OCC)F (ethyl 9′,10′-difluoro-7′-oxospiro[oxolane-3,3′(2′H)-[7H]pyrido[1,2,3-de][1,4]benzoxazine]-6′-carboxylate), [N+](=O)([O-])[O-].[K+] (KNO3), ice water. Solvent: OS(=O)(=O)O (H2SO4). Reaction conditions: temperature 0 celsius, time 2 hour. Yields the product FC=1C(=C2C=3N(C4(CO2)COCC4)C=C(C(C3C1[N+](=O)[O-])=O)C(=O)OCC)F (ethyl 9′,10′-difluoro-8′-nitro-7′-oxospiro[oxolane-3,3′(2′H)-[7H]pyrido-[1,2,3-de][1,4]benzoxazine]-6′-carboxylate). The yield is 97.8%. RXN SMILES: [F:1][C:2]1[C:3]([F:25])=[C:4]2[O:9][CH2:8][C:7]3([CH2:13][CH2:12][O:11][CH2:10]3)[N:6]3[CH:14]=[C:15]([C:20]([O:22][CH2:23][CH3:24])=[O:21])[C:16](=[O:19])[C:17]([CH:18]=1)=[C:5]23.[N+:26]([O-])([O-:28])=[O:27].[K+]>OS(O)(=O)=O>[F:1][C:2]1[C:3]([F:25])=[C:4]2[O:9][CH2:8][C:7]3([CH2:13][CH2:12][O:11][CH2:10]3)[N:6]3[CH:14]=[C:15]([C:20]([O:22][CH2:23][CH3:24])=[O:21])[C:16](=[O:19])[C:17]([C:18]=1[N+:26]([O-:28])=[O:27])=[C:5]23 |f:1.2|. Reported procedure: A solution of ethyl 9′,10′-difluoro-7′-oxospiro[oxolane-3,3′(2′H)-[7H]pyrido[1,2,3-de][1,4]benzoxazine]-6′-carboxylate (2.90 g, 8.26 mmol) in concentrated H2SO4 (40 mL) was treated portion wise at 0° C. with solid KNO3 (1.17 g, 11.6 mmol). After stirring at 0° C. for 2 h, the reaction mixture was poured into ice-water and the resulting precipitate was collected by filtration, washed with water and dried to yield ethyl 9′,10′-difluoro-8′-nitro-7′-oxospiro[oxolane-3,3′(2′H)-[7H]pyrido-[1,2,3-de][1... The reactants are COC=1C=C2C(=CC=NC2=CC1OC)OC1=CC=C2C=CC(=CC2=C1)N (7-(6,7-dimethoxyquinolin-4-yloxy)naphthalen-2-amine), FC=1C=C(C=CC1)N=C=O (3-fluorophenyl isocyanate). Run in C1CCOC1 (THF). Conditions: time 16 hour. The product is COC=1C=C2C(=CC=NC2=CC1OC)OC1=CC=C2C=CC(=CC2=C1)NC(=O)NC1=CC(=CC=C1)F (N-(7-((6,7-bis(methoxy)-4-quinolinyl)oxy)-2-naphthalenyl)-N′-(3-fluorophenyl)urea). As a reaction SMILES: [CH3:1][O:2][C:3]1[CH:4]=[C:5]2[C:10](=[CH:11][C:12]=1[O:13][CH3:14])[N:9]=[CH:8][CH:7]=[C:6]2[O:15][C:16]1[CH:25]=[C:24]2[C:19]([CH:20]=[CH:21][C:22]([NH2:26])=[CH:23]2)=[CH:18][CH:17]=1.[F:27][C:28]1[CH:29]=[C:30]([N:34]=[C:35]=[O:36])[CH:31]=[CH:32][CH:33]=1>C1COCC1>[CH3:1][O:2][C:3]1[CH:4]=[C:5]2[C:10](=[CH:11][C:12]=1[O:13][CH3:14])[N:9]=[CH:8][CH:7]=[C:6]2[O:15][C:16]1[CH:25]=[C:24]2[C:19]([CH:20]=[CH:21][C:22]([NH:26][C:35]([NH:34][C:30]3[CH:31]=[CH:32][CH:33]=[C:28]([F:27])[CH:29]=3)=[O:36])=[CH:23]2)=[CH:18][CH:17]=1. Procedure details: To a solution of 7-(6,7-dimethoxyquinolin-4-yloxy)naphthalen-2-amine (0.158 g, 0.45 mmol) in 20 mL of THF was added 3-fluorophenyl isocyanate (0.057 mL, 0.50 mmol). The solution was stirred for 16 h at RT under an atmosphere of nitrogen. The reaction was concentrated and the crude solid was treated with CH2Cl2. The resulting solid was collected by vacuum filtration and dried in vacuo to afford the desired compound. MS (ESI, pos. ion) m/z: 484.0 (M+1). Mass Calc'd for C28H22FN3O4: 483.497. Starting materials: C[C@@H]1N(CCN(C1)C1=NC=CC=C1)C(=O)OC(C)(C)C ((S)-tert-butyl 2-methyl-4-(pyridin-2-yl)piperazine-1-carboxylate), FC(C(=O)O)(F)F (trifluoroacetic acid), C([O-])([O-])=O.[Na+].[Na+] (sodium carbonate). Solvent: ClCCl (dichloromethane). Run at time 8 hour. Product: C[C@H]1CN(CCN1)C1=NC=CC=C1 ((S)-3-methyl-1-(pyridin-2-yl)piperazine). The yield is 93.3%. As a reaction SMILES: [CH3:1][C@H:2]1[CH2:7][N:6]([C:8]2[CH:13]=[CH:12][CH:11]=[CH:10][N:9]=2)[CH2:5][CH2:4][N:3]1C(OC(C)(C)C)=O.FC(F)(F)C(O)=O.C(=O)([O-])[O-].[Na+].[Na+]>ClCCl>[CH3:1][C@@H:2]1[NH:3][CH2:4][CH2:5][N:6]([C:8]2[CH:13]=[CH:12][CH:11]=[CH:10][N:9]=2)[CH2:7]1 |f:2.3.4|. Procedure: To a solution of (S)-tert-butyl 2-methyl-4-(pyridin-2-yl)piperazine-1-carboxylate (5.2 g, 18.75 mmol,) in dichloromethane (30 ml) was added trifluoroacetic acid (5 ml). After stirring overnight at room temperature, the pH was adjusted to 8 with an aqueous sodium carbonate solution, extracted with dichloromethane (3×150 ml), dried over anhydrous magnesium sulfate and concentrated under vacuum to afford (S)-3-methyl-1-(pyridin-2-yl)piperazine as yellow oil (3.1 g, 93%). The reactants are N[C@@H](CCCCNC1=C([N+](=O)[O-])C=C([N+](=O)[O-])C=C1)C(=O)O (Lys(Dnp)), N[C@@H](CCCCNC1=C([N+](=O)[O-])C=C([N+](=O)[O-])C=C1)C(=O)O (Lys(Dnp)), C1CC(=O)N(C1=O)OC(=O)OCC2C3=CC=CC=C3C4=CC=CC=C24 (Fmoc N-hydroxysuccinimide ester). Run in C(=O)([O-])[O-].[Na+].[Na+] (Na2CO3), C(OC)COC (dimethoxyethane), C(OC)COC (dimethoxyethane). Conditions: time 8 hour. Yields the product N([C@@H](CCCCNC1=C([N+](=O)[O-])C=C([N+](=O)[O-])C=C1)C(=O)O)C(=O)OCC1C2=CC=CC=C2C2=CC=CC=C12 (Fmoc-Lys(Dnp)). Reaction SMILES: [NH2:1][C@H:2]([C:20]([OH:22])=[O:21])[CH2:3][CH2:4][CH2:5][CH2:6][NH:7][C:8]1[CH:19]=[CH:18][C:14]([N+:15]([O-:17])=[O:16])=[CH:13][C:9]=1[N+:10]([O-:12])=[O:11].C1C(=O)N([O:30][C:31]([O:33][CH2:34][CH:35]2[C:47]3[C:42](=[CH:43][CH:44]=[CH:45][CH:46]=3)[C:41]3[C:36]2=[CH:37][CH:38]=[CH:39][CH:40]=3)=O)C(=O)C1>C(COC)OC.C([O-])([O-])=O.[Na+].[Na+]>[NH:1]([C:31]([O:33][CH2:34][CH:35]1[C:36]2[C:41](=[CH:40][CH:39]=[CH:38][CH:37]=2)[C:42]2[C:47]1=[CH:46][CH:45]=[CH:44][CH:43]=2)=[O:30])[C@H:2]([C:20]([OH:22])=[O:21])[CH2:3][CH2:4][CH2:5][CH2:6][NH:7][C:8]1[CH:19]=[CH:18][C:14]([N+:15]([O-:17])=[O:16])=[CH:13][C:9]=1[N+:10]([O-:12])=[O:11] |f:3.4.5|. Procedure details: Fmoc-Lys(Dnp) was prepared from Lys(Dnp) as follows. Fmoc N-hydroxysuccinimide ester (1.89 g; 5.60 mmol) was dissolved in 30 mL of dimethoxyethane and stored at 4° C. Lys(Dnp) (1.63 g; 4.67 mmol) was dissolved in 10 mL of 10% aqueous Na2CO3 and added slowly to the dimethoxyethane solution. The reaction proceeded for 2 hours at 4° C. and overnight at room temperature. The solution was filtered, and the filtrate acidified to a pH of about 3 with concentrated HCl. Dimethoxyethane was removed by hea...